The task is: describe an organic reaction: reactants, conditions, products, and yield. This data is from the Open Reaction Database (ORD), a public repository of structured organic reaction records. The reactants are CCOC(=O)CCCBr, [K+], [K+], O=C([O-])[O-], CN(C)C=O, O, O=C(Cc1cccc(O)c1)OCc1ccccc1. Yields the product CCOC(=O)CCCOc1cccc(CC(=O)OCc2ccccc2)c1. Reaction SMILES: [Br:19][CH2:20][CH2:21][CH2:22][C:23](=[O:24])[O:25][CH2:26][CH3:27].[K+:28].[K+:29].[O-:30][C:31]([O-:32])=[O:33].[O:34]=[CH:35][N:36]([CH3:37])[CH3:38].[OH2:39].[OH:1][c:2]1[cH:3][c:4]([CH2:8][C:9](=[O:10])[O:11][CH2:12][c:13]2[cH:14][cH:15][cH:16][cH:17][cH:18]2)[cH:5][cH:6][cH:7]1>>[O:1]([c:2]1[cH:3][c:4]([CH2:8][C:9](=[O:10])[O:11][CH2:12][c:13]2[cH:14][cH:15][cH:16][cH:17][cH:18]2)[cH:5][cH:6][cH:7]1)[CH2:20][CH2:21][CH2:22][C:23](=[O:24])[O:25][CH2:26][CH3:27]. The reactants are C1CCNCC1, Cc1[nH]c(C=O)c(C)c1C(=O)N1CCN(C)CC1, CCO, O=C1Cc2c(cccc2-c2ccccn2)N1. Yields the product Cc1[nH]c(C=C2C(=O)Nc3cccc(-c4ccccn4)c32)c(C)c1C(=O)N1CCN(C)CC1. As a reaction SMILES: [CH2:35]1[CH2:36][CH2:37][NH:38][CH2:39][CH2:40]1.[CH3:17][c:18]1[c:19]([CH:33]=[O:34])[nH:20][c:21]([CH3:32])[c:22]1[C:23](=[O:24])[N:25]1[CH2:26][CH2:27][N:28]([CH3:31])[CH2:29][CH2:30]1.[CH3:41][CH2:42][OH:43].[n:1]1[c:2](-[c:7]2[c:8]3[c:12]([cH:13][cH:14][cH:15]2)[NH:11][C:10](=[O:16])[CH2:9]3)[cH:3][cH:4][cH:5][cH:6]1>>[n:1]1[c:2](-[c:7]2[c:8]3[c:12]([cH:13][cH:14][cH:15]2)[NH:11][C:10](=[O:16])[C:9]3=[CH:33][c:19]2[c:18]([CH3:17])[c:22]([C:23](=[O:24])[N:25]3[CH2:26][CH2:27][N:28]([CH3:31])[CH2:29][CH2:30]3)[c:21]([CH3:32])[nH:20]2)[cH:3][cH:4][cH:5][cH:6]1. The reactants are O1C(CCCC1)OC=1C=C(C=CC1OC1OCCCC1)C=CC(CCCC1=CC(=C(C=C1)OC)OC)=O (1-(3,4-bistetrahydropyranyloxyphenyl)-6-(3,4-dimethoxyphenyl)-3-oxo-1-hexene), C1(=CC=C(C=C1)S(=O)(=O)O)C (p-toluenesulfonic acid). The reagents and catalysts are C(C)N(CC)CC (triethylamine). Solvent: CO (methanol). Conditions: time 1 hour. Yields the product OC=1C=C(C=CC1O)C=CC(CCCC1=CC(=C(C=C1)OC)OC)=O (1-(3,4-dihydroxyphenyl)-6-(3,4-dimethoxyphenyl)-3-oxo-1-hexene). Isolated yield 82.0%. Reaction SMILES: O1CCCCC1[O:7][C:8]1[CH:9]=[C:10]([CH:21]=[CH:22][C:23](=[O:37])[CH2:24][CH2:25][CH2:26][C:27]2[CH:32]=[CH:31][C:30]([O:33][CH3:34])=[C:29]([O:35][CH3:36])[CH:28]=2)[CH:11]=[CH:12][C:13]=1[O:14]C1CCCCO1.C1(C)C=CC(S(O)(=O)=O)=CC=1>CO.C(N(CC)CC)C>[OH:7][C:8]1[CH:9]=[C:10]([CH:21]=[CH:22][C:23](=[O:37])[CH2:24][CH2:25][CH2:26][C:27]2[CH:32]=[CH:31][C:30]([O:33][CH3:34])=[C:29]([O:35][CH3:36])[CH:28]=2)[CH:11]=[CH:12][C:13]=1[OH:14]. Procedure: In 5 ml of absolute methanol was dissolved 100 mg of 1-(3,4-bistetrahydropyranyloxyphenyl)-6-(3,4-dimethoxyphenyl)-3-oxo-1-hexene obtained in Example 15-(1). A catalytic amount of p-toluenesulfonic acid was added to the solution at 0° C. and a stirring was effected at the same temperature for 1 hour. After the reaction, 1 drop of triethylamine was added to the reaction mixture and then the mixture was concentrated to give crude product. By purification of the crude product by means of column chr... Reactants: CC1(OB(OC1(C)C)C1=CC=C2CCCNC2=C1)C (7-(4,4,5,5-tetramethyl-1,3,2-dioxaborolan-2-yl)-1,2,3,4-tetrahydroquinoline), C(C1=CC=CC=C1)OC=1C(=NC(=CC1)Br)C(=O)OC (methyl 3-(benzyloxy)-6-bromopicolinate), C(=O)([O-])[O-].[K+].[K+] (K2CO3), O1CCOCC1 (1,4-dioxane). The reagents and catalysts are [Br-].C(CCC)[N+](CCCC)(CCCC)CCCC (tetrabutylammonium bromide), Cl[Pd]([P](C1=CC=CC=C1)(C2=CC=CC=C2)C3=CC=CC=C3)([P](C4=CC=CC=C4)(C5=CC=CC=C5)C6=CC=CC=C6)Cl (dichlorobis(triphenylphosphine)palladium(II)). Solvent: O (water). Run at temperature 90 celsius. Product: C(C1=CC=CC=C1)OC=1C(=NC(=CC1)C1=CC=C2CCCNC2=C1)C(=O)OC (methyl 3-(benzyloxy)-6-(1,2,3,4-tetrahydroquinolin-7-yl)picolinate). Reaction SMILES: CC1(C)C(C)(C)OB([C:9]2[CH:18]=[C:17]3[C:12]([CH2:13][CH2:14][CH2:15][NH:16]3)=[CH:11][CH:10]=2)O1.[CH2:20]([O:27][C:28]1[C:29]([C:35]([O:37][CH3:38])=[O:36])=[N:30][C:31](Br)=[CH:32][CH:33]=1)[C:21]1[CH:26]=[CH:25][CH:24]=[CH:23][CH:22]=1.C([O-])([O-])=O.[K+].[K+].O1CCOCC1>[Br-].C([N+](CCCC)(CCCC)CCCC)CCC.Cl[Pd](Cl)([P](C1C=CC=CC=1)(C1C=CC=CC=1)C1C=CC=CC=1)[P](C1C=CC=CC=1)(C1C=CC=CC=1)C1C=CC=CC=1.O>[CH2:20]([O:27][C:28]1[C:29]([C:35]([O:37][CH3:38])=[O:36])=[N:30][C:31]([C:9]2[CH:18]=[C:17]3[C:12]([CH2:13][CH2:14][CH2:15][NH:16]3)=[CH:11][CH:10]=2)=[CH:32][CH:33]=1)[C:21]1[CH:22]=[CH:23][CH:24]=[CH:25][CH:26]=1 |f:2.3.4,6.7,^1:71,90|. Procedure details: To 7-(4,4,5,5-tetramethyl-1,3,2-dioxaborolan-2-yl)-1,2,3,4-tetrahydroquinoline (27B) (1.16 g, 4.48 mmol), methyl 3-(benzyloxy)-6-bromopicolinate (29A) (1.44 g, 4.48 mmol), K2CO3 (1.546 g, 11.2 mmol), tetrabutylammonium bromide (0.144 g, 0.45 mmol), and dichlorobis(triphenylphosphine)palladium(II) (126 mg, 0.18 mmol) was added 1,4-dioxane (30 mL) and water (15 mL). The reaction mixture was heated to 90° C. for 1.5 hours, cooled to rt, concentrated, diluted with EtOAc, washed sequentially with wat... The reactants are RuH[(R,R)-Tsdpen], C1(C=CCC1)=O (2-cyclopentenone), C(CC(=O)OC)(=O)OC (dimethyl malonate). The solvent is CC(=O)C (acetone). Run at temperature 40 celsius, time 24 hour. Yields the product COC(=O)C([C@@H]1CC(CC1)=O)C(=O)OC ((S)-3-[bis(methoxycarbonyl)methyl]cyclopentanone). The yield is 99.4%. RXN SMILES: [C:1]1(=[O:6])[CH2:5][CH2:4][CH:3]=[CH:2]1.[C:7]([O:14][CH3:15])(=[O:13])[CH2:8][C:9]([O:11][CH3:12])=[O:10]>CC(C)=O>[CH3:12][O:11][C:9]([CH:8]([C:7]([O:14][CH3:15])=[O:13])[C@H:3]1[CH2:4][CH2:5][C:1](=[O:6])[CH2:2]1)=[O:10]. Reported procedure: Under an atmosphere of argon, 12.0 mg (0.02 mmol, S/C=50) of RuH[(R,R)-Tsdpen] (1,3,5-trimethylbenzene), 84 μL (1.0 mmol) of 2-cyclopentenone, 114 μL (1.0 mmol) of dimethyl malonate, and 1 mL of acetone were placed in a 20 mL Schlenk tube and stirred at 40° C. for 24 hours. This solution was purified by flash column chromatography (hexane/acetone=90/10, SiO2) to give 213 mg (99% yield) of the title compound. The optical purity was measured by HPLC (CHIRALPAK AS manufactured by Daicel Chemical In...